From a dataset of the Open Reaction Database (ORD), a public repository of structured organic reaction records. describe an organic reaction: reactants, conditions, products, and yield Starting materials: CC1(OC[C@](O1)(C)C=1C=C(SC1)SC1=CC=C(C=C1)C(C)=O)C (4'-{4-[(4S)-2,2,4-trimethyl-1,3-dioxolan-4-yl]thien-2-ylthio}acetophenone), Cl.NO (hydroxylamine hydrochloride). The product is CC1(OC[C@](O1)(C)C=1C=C(SC1)SC1=CC=C(C=C1)/C(/C)=N/O)C ((E)-4'-{4-[(4S)-2,2,4-trimethyl-1,3-dioxolan-4-yl]thien-2-ylthio}acetophenone oxime). Yield: 95.0%. RXN SMILES: [CH3:1][C:2]1([CH3:23])[O:6][C@:5]([C:8]2[CH:9]=[C:10]([S:13][C:14]3[CH:19]=[CH:18][C:17]([C:20](=O)[CH3:21])=[CH:16][CH:15]=3)[S:11][CH:12]=2)([CH3:7])[CH2:4][O:3]1.Cl.[NH2:25][OH:26]>>[CH3:1][C:2]1([CH3:23])[O:6][C@:5]([C:8]2[CH:9]=[C:10]([S:13][C:14]3[CH:19]=[CH:18][C:17](/[C:20](=[N:25]/[OH:26])/[CH3:21])=[CH:16][CH:15]=3)[S:11][CH:12]=2)([CH3:7])[CH2:4][O:3]1 |f:1.2|. Reported procedure: Using an analogous procedure to that described in Example 68, 4'-{4-[(4S)-2,2,4-trimethyl-1,3-dioxolan-4-yl]thien-2-ylthio}acetophenone was reacted with hydroxylamine hydrochloride to give (E)-4'-{4-[(4S)-2,2,4-trimethyl-1,3-dioxolan-4-yl]thien-2-ylthio}acetophenone oxime in 95% yield as a gum. Starting materials: Cc1cc(C2(c3ccccc3)C(=O)Nc3ccccc32)c(NS(=O)(=O)c2ccc(C(C)(C)C)cc2)cc1O, CC(C)(C)c1ccc(S(=O)(=O)Cl)cc1, ClCCl, Cc1ccc(N)cc1O, c1ccncc1. The product is Cc1ccc(NS(=O)(=O)c2ccc(C(C)(C)C)cc2)cc1O. RXN SMILES: [C:1]([CH3:2])([CH3:3])([CH3:4])[c:5]1[cH:6][cH:7][c:8]([S:11](=[O:12])(=[O:13])[NH:14][c:15]2[c:16]([C:23]3([c:24]4[cH:25][cH:26][cH:27][cH:28][cH:29]4)[c:30]4[c:31]([cH:32][cH:33][cH:34][cH:35]4)[NH:36][C:37]3=[O:38])[cH:17][c:18]([CH3:22])[c:19]([OH:21])[cH:20]2)[cH:9][cH:10]1.[C:39]([c:40]1[cH:41][cH:42][c:43]([S:44]([Cl:45])(=[O:46])=[O:47])[cH:48][cH:49]1)([CH3:50])([CH3:51])[CH3:52].[Cl:62][CH2:63][Cl:64].[NH2:53][c:54]1[cH:55][cH:56][c:57]([CH3:58])[c:59]([OH:60])[cH:61]1.[cH:65]1[cH:66][cH:67][n:68][cH:69][cH:70]1>>[C:1]([CH3:2])([CH3:3])([CH3:4])[c:5]1[cH:6][cH:7][c:8]([S:11](=[O:12])(=[O:13])[NH:14][c:15]2[cH:16][cH:17][c:18]([CH3:22])[c:19]([OH:21])[cH:20]2)[cH:9][cH:10]1. The reactants are ClC=1C=C(NC1CCC)C=O (4-chloro-5-n-propyl-2-pyrrolaldehyde), BrCC1=CC=C(C=C1)C1=C(C=CC=C1)C1=NN=NN1C(C1=CC=CC=C1)(C1=CC=CC=C1)C1=CC=CC=C1 (4′-bromomethyl-2-(1-triphenylmethyltetrazol-5-yl)biphenyl). Product: ClC=1C=C(N(C1CCC)CC1=CC=C(C=C1)C1=C(C=CC=C1)C1=NN=NN1C(C1=CC=CC=C1)(C1=CC=CC=C1)C1=CC=CC=C1)C=O (4-Chloro-5-n-propyl-1-[2′-(1-triphenylmethyltetrazol-5-yl)biphenyl-4-yl-methyl]-2-pyrrolaldehyde). Yield: 60.0%. As a reaction SMILES: [Cl:1][C:2]1[CH:3]=[C:4]([CH:10]=[O:11])[NH:5][C:6]=1[CH2:7][CH2:8][CH3:9].Br[CH2:13][C:14]1[CH:19]=[CH:18][C:17]([C:20]2[CH:25]=[CH:24][CH:23]=[CH:22][C:21]=2[C:26]2[N:30]([C:31]([C:44]3[CH:49]=[CH:48][CH:47]=[CH:46][CH:45]=3)([C:38]3[CH:43]=[CH:42][CH:41]=[CH:40][CH:39]=3)[C:32]3[CH:37]=[CH:36][CH:35]=[CH:34][CH:33]=3)[N:29]=[N:28][N:27]=2)=[CH:16][CH:15]=1>>[Cl:1][C:2]1[CH:3]=[C:4]([CH:10]=[O:11])[N:5]([CH2:13][C:14]2[CH:15]=[CH:16][C:17]([C:20]3[CH:25]=[CH:24][CH:23]=[CH:22][C:21]=3[C:26]3[N:30]([C:31]([C:44]4[CH:49]=[CH:48][CH:47]=[CH:46][CH:45]=4)([C:38]4[CH:39]=[CH:40][CH:41]=[CH:42][CH:43]=4)[C:32]4[CH:37]=[CH:36][CH:35]=[CH:34][CH:33]=4)[N:29]=[N:28][N:27]=3)=[CH:18][CH:19]=2)[C:6]=1[CH2:7][CH2:8][CH3:9]. Procedure: This compound was prepared using the same procedure as in Example 1. 5.2 g of 4-chloro-5-n-propyl-2-pyrrolaldehyde (0.030 moles) and 16.9 g of 4′-bromomethyl-2-(1-triphenylmethyltetrazol-5-yl)biphenyl (0.030 moles) yield 12 g of product which are used in the subsequent step. Formula: C41H34ClN5O (m.w. 648.21). Yield 60%.